From a dataset of the Open Reaction Database (ORD), a public repository of structured organic reaction records. describe an organic reaction: reactants, conditions, products, and yield Reactants: CCOC(=O)c1cc(Sc2cccc(Br)c2)n(-c2cc(F)ccc2F)n1, CO, CN, CO. Product: CNC(=O)c1cc(Sc2cccc(Br)c2)n(-c2cc(F)ccc2F)n1. RXN SMILES: [Br:1][c:2]1[cH:3][c:4]([S:8][c:9]2[cH:10][c:11]([C:22]([O:24][CH2:23][CH3:25])=[O:26])[n:12][n:13]2-[c:14]2[c:15]([F:21])[cH:16][cH:17][c:18]([F:20])[cH:19]2)[cH:5][cH:6][cH:7]1.[CH3:27][OH:28].[CH3:29][NH2:30].[CH3:31][OH:32]>>[Br:1][c:2]1[cH:3][c:4]([S:8][c:9]2[cH:10][c:11]([C:22](=[O:24])[NH:30][CH3:29])[n:12][n:13]2-[c:14]2[c:15]([F:21])[cH:16][cH:17][c:18]([F:20])[cH:19]2)[cH:5][cH:6][cH:7]1. Reactants: ClC1=CC=C(C=C1)C(C(=O)OCC)=CNC(=O)OCC (ethyl p-chlorophenyl-(α-ethoxycarbonylaminomethylene)acetate), C1(=CC=CC=C1)OC1=CC=CC=C1 (diphenyl ether). Solvent: petroleum ether, C1=CC=CC=C1 (benzene). The product is ClC1=CC=C2C(=CNC(C2=C1)=O)C(=O)OCC (7-chloro-4-ethoxycarbonyl-1(2H)-isoquinolone). Isolated yield 60.4%. As a reaction SMILES: [Cl:1][C:2]1[CH:7]=[CH:6][C:5]([C:8](=[CH:14][NH:15][C:16]([O:18]CC)=O)[C:9]([O:11][CH2:12][CH3:13])=[O:10])=[CH:4][CH:3]=1.C1(OC2C=CC=CC=2)C=CC=CC=1>C1C=CC=CC=1>[Cl:1][C:2]1[CH:7]=[C:6]2[C:5]([C:8]([C:9]([O:11][CH2:12][CH3:13])=[O:10])=[CH:14][NH:15][C:16]2=[O:18])=[CH:4][CH:3]=1. Reported procedure: Then, 13.7 g of ethyl p-chlorophenyl-(α-ethoxycarbonylaminomethylene)acetate was added to 50 ml of diphenyl ether and the mixture was heated at reflux for 3 hours. After cooling, benzene and petroleum ether were added to the reaction mixture, and the precipitated crystals were filtered and recrystallized from a mixture of dimethylformamide and ethanol to obtain 7 g of 7-chloro-4-ethoxycarbonyl-1(2H)-isoquinolone having a melting point of 243° C. as colorless prisms. Starting materials: C1(=CC=CC=C1)B(O)O (Phenylboronic acid), O (water), C(=O)([O-])[O-].[Na+].[Na+] (Na2CO3), C(C)(C)(C)OC(NC1=C(SC=C1NC(=O)OC(C)(C)C)Br)=O ((2-Bromo-4-tert-butoxycarbonylamino-thiophen-3-yl)-carbamic acid tert-butyl ester). The reagents and catalysts are [Pd].C1(=CC=CC=C1)P(C1=CC=CC=C1)C1=CC=CC=C1.C1(=CC=CC=C1)P(C1=CC=CC=C1)C1=CC=CC=C1.C1(=CC=CC=C1)P(C1=CC=CC=C1)C1=CC=CC=C1.C1(=CC=CC=C1)P(C1=CC=CC=C1)C1=CC=CC=C1 (tetrakis(triphenylphosphine) palladium). Run in COCCOC (DME). Product: C(C)(C)(C)OC(NC1=CSC(=C1NC(=O)OC(C)(C)C)C1=CC=CC=C1)=O ((4-tert-Butoxycarbonylamino-5-phenyl-thiophen-3-yl)-carbamic acid tert-butyl ester). Isolated yield 99.9%. As a reaction SMILES: [C:1]([O:5][C:6](=[O:22])[NH:7][C:8]1[C:12]([NH:13][C:14]([O:16][C:17]([CH3:20])([CH3:19])[CH3:18])=[O:15])=[CH:11][S:10][C:9]=1Br)([CH3:4])([CH3:3])[CH3:2].[C:23]1(B(O)O)[CH:28]=[CH:27][CH:26]=[CH:25][CH:24]=1.O.C([O-])([O-])=O.[Na+].[Na+]>COCCOC.[Pd].C1(P(C2C=CC=CC=2)C2C=CC=CC=2)C=CC=CC=1.C1(P(C2C=CC=CC=2)C2C=CC=CC=2)C=CC=CC=1.C1(P(C2C=CC=CC=2)C2C=CC=CC=2)C=CC=CC=1.C1(P(C2C=CC=CC=2)C2C=CC=CC=2)C=CC=CC=1>[C:17]([O:16][C:14](=[O:15])[NH:13][C:12]1[C:8]([NH:7][C:6]([O:5][C:1]([CH3:4])([CH3:3])[CH3:2])=[O:22])=[C:9]([C:23]2[CH:28]=[CH:27][CH:26]=[CH:25][CH:24]=2)[S:10][CH:11]=1)([CH3:20])([CH3:19])[CH3:18] |f:3.4.5,7.8.9.10.11|. Procedure: In a flame-dried round-bottom flask, tetrakis(triphenylphosphine) palladium (59 mg, 0.051 mmol) was added to a degassed solution of compound 58 (400 mg, 1.02 mmol) in DME (5 mL). Phenylboronic acid (186 mg, 1.53 mmol), water (2.5 mL), and Na2CO3 (324 mg, 3.06 mmol) were successively added, degassing and purging with nitrogen between each addition. The mixture was refluxed under nitrogen atmosphere for 3 h and partitioned between Et2O and water. The organic layer was dried over MgSO4 and concentr... The reactants are C([O-])(O)=O.[Na+] (sodium bicarbonate), CC([C@@H](C(N1[C@@H](CCC1)C=1NC(=CN1)C1=CC=C(C=C1)B1OC(C(O1)(C)C)(C)C)=O)NC(OC)=O)C (methyl (S)-3-methyl-1-oxo-1-((S)-2-(5-(4-(4,4,5,5-tetramethyl-1,3,2-dioxaborolan-2-yl)phenyl)-1H-imidazol-2-yl)pyrrolidin-1-yl)butan-2-ylcarbamate), BrC1=CC=C(C=C1)C1=CN=C(N1)[C@@H]1CCCN2N1C([C@H](CCC2=O)NC(OCC2=CC=CC=C2)=O)=O (benzyl (4S,7S)-4-(5-(4-bromophenyl)-1H-imidazol-2-yl)-6,10-dioxooctahydro-1H-pyridazino[1,2-a][1,2]diazepin-7-ylcarbamate), CC([C@@H](C(N1[C@@H](CCC1)C=1NC(=CN1)C1=CC=C(C=C1)B1OC(C(O1)(C)C)(C)C)=O)NC(OC)=O)C (methyl (S)-3-methyl-1-oxo-1-((S)-2-(5-(4-(4,4,5,5-tetramethyl-1,3,2-dioxaborolan-2-yl)phenyl)-1H-imidazol-2-yl)pyrrolidin-1-yl)butan-2-ylcarbamate), BrC1=CC=C(C=C1)C1=CN=C(N1)[C@@H]1CCCN2N1C([C@H](CCC2=O)NC(OCC2=CC=CC=C2)=O)=O (benzyl (4S,7S)-4-(5-(4-bromophenyl)-1H-imidazol-2-yl)-6,10-dioxooctahydro-1H-pyridazino[1,2-a][1,2]diazepin-7-ylcarbamate). Reagents/catalysts: C1=CC=C(C=C1)P(C2=CC=CC=C2)[C]3[CH][CH][CH][CH]3.C1=CC=C(C=C1)P(C2=CC=CC=C2)[C]3[CH][CH][CH][CH]3.Cl[Pd]Cl.[Fe] (PdCl2(DPPF)). The solvent is C(C)(C)(C)O (tert-butanol). Conditions: temperature 90 celsius. Yields the product C(C1=CC=CC=C1)OC(N[C@@H]1C(N2N(C(CC1)=O)CCC[C@H]2C=2NC(=CN2)C2=CC=C(C=C2)C2=CC=C(C=C2)C=2NC(=NC2)[C@H]2N(CCC2)C([C@H](C(C)C)NC(=O)OC)=O)=O)=O ({(4S,7S)-4-[5-(4′-{2-[(S)-1-((S)-2-Methoxycarbonylamino-3-methyl-butyryl)-pyrrolidin-2-yl]-3H-imidazol-4-yl}-biphenyl-4-yl)-1H-imidazol-2-yl]-6,10-dioxo-octahydro-pyridazino[1,2-a][1,2]diazepin-7-yl}-carbamic acid benzyl ester). The yield is 32.1%. Reaction SMILES: [CH3:1][CH:2]([CH3:36])[C@H:3]([NH:31][C:32](=[O:35])[O:33][CH3:34])[C:4](=[O:30])[N:5]1[CH2:9][CH2:8][CH2:7][C@H:6]1[C:10]1[NH:11][C:12]([C:15]2[CH:20]=[CH:19][C:18](B3OC(C)(C)C(C)(C)O3)=[CH:17][CH:16]=2)=[CH:13][N:14]=1.Br[C:38]1[CH:43]=[CH:42][C:41]([C:44]2[NH:48][C:47]([C@H:49]3[N:54]4[C:55](=[O:72])[C@@H:56]([NH:61][C:62](=[O:71])[O:63][CH2:64][C:65]5[CH:70]=[CH:69][CH:68]=[CH:67][CH:66]=5)[CH2:57][CH2:58][C:59](=[O:60])[N:53]4[CH2:52][CH2:51][CH2:50]3)=[N:46][CH:45]=2)=[CH:40][CH:39]=1.C(=O)(O)[O-].[Na+]>C1C=CC(P([C]2[CH][CH][CH][CH]2)C2C=CC=CC=2)=CC=1.C1C=CC(P([C]2[CH][CH][CH][CH]2)C2C=CC=CC=2)=CC=1.Cl[Pd]Cl.[Fe].C(O)(C)(C)C>[CH2:64]([O:63][C:62](=[O:71])[NH:61][C@H:56]1[CH2:57][CH2:58][C:59](=[O:60])[N:53]2[CH2:52][CH2:51][CH2:50][C@@H:49]([C:47]3[NH:48][C:44]([C:41]4[CH:42]=[CH:43][C:38]([C:18]5[CH:17]=[CH:16][C:15]([C:12]6[NH:11][C:10]([C@@H:6]7[CH2:7][CH2:8][CH2:9][N:5]7[C:4](=[O:30])[C@@H:3]([NH:31][C:32]([O:33][CH3:34])=[O:35])[CH:2]([CH3:36])[CH3:1])=[N:14][CH:13]=6)=[CH:20][CH:19]=5)=[CH:39][CH:40]=4)=[CH:45][N:46]=3)[N:54]2[C:55]1=[O:72])[C:65]1[CH:66]=[CH:67][CH:68]=[CH:69][CH:70]=1 |f:2.3,4.5.6.7,^1:82,83,84,85,86,100,101,102,103,104|. Reported procedure: In a 10 mL seal tube, methyl (S)-3-methyl-1-oxo-1-((S)-2-(5-(4-(4,4,5,5-tetramethyl-1,3,2-dioxaborolan-2-yl)phenyl)-1H-imidazol-2-yl)pyrrolidin-1-yl)butan-2-ylcarbamate (55 mg, 111 μmol) (Intermediate 1), benzyl (4S,7S)-4-(5-(4-bromophenyl)-1H-imidazol-2-yl)-6,10-dioxooctahydro-1H-pyridazino[1,2-a][1,2]diazepin-7-ylcarbamate (61.2 mg, 111 μmol) (Intermediate 6) and sodium bicarbonate (sat. solution, 600 μl, excess) were combined with tert-butanol (3.00 ml) to give a light brown suspension and de... Starting materials: CCN(CC)S(F)(F)F (DAST), OC(C)C1=NN2C(C(=CC=C2OC)C=2C(CC(NN2)=O)C)=C1 (6-[2-(1-hydroxyethyl)-7-methoxy-pyrazolo[1,5-a]pyridine-4-yl]-4,5-dihydro-5-methyl-3-(2H)-pyridazinone). Run in C(Cl)(Cl)Cl (chloroform). Reaction conditions: temperature 0 celsius, time 30 minute. Yields the product FC(C)C1=NN2C(C(=CC=C2OC)C=2C(CC(NN2)=O)C)=C1 (6-[2-(1-fluoroethyl)-7-methoxy-pyrazolo[1,5-a]pyridine-4-yl]-4,5-dihydro-5-methyl-3-(2H)-pyridazinone). The yield is 38.0%. Reaction SMILES: CCN(S(F)(F)[F:7])CC.O[CH:11]([C:13]1[CH:31]=[C:16]2[C:17]([C:23]3[CH:24]([CH3:30])[CH2:25][C:26](=[O:29])[NH:27][N:28]=3)=[CH:18][CH:19]=[C:20]([O:21][CH3:22])[N:15]2[N:14]=1)[CH3:12]>C(Cl)(Cl)Cl>[F:7][CH:11]([C:13]1[CH:31]=[C:16]2[C:17]([C:23]3[CH:24]([CH3:30])[CH2:25][C:26](=[O:29])[NH:27][N:28]=3)=[CH:18][CH:19]=[C:20]([O:21][CH3:22])[N:15]2[N:14]=1)[CH3:12]. Procedure: DAST (51.2 mg) was added dropwise to a solution of the compound of Example 238 (80.0 mg) in chloroform (10 mL) at 0° C. and the mixture was stirred at 0° C. for 30 min. The reaction was quenched by adding a saturated aqueous sodium bicarbonate solution and the reaction mixture was extracted with chloroform (30 mL). The extract was washed with water and saturated brine and dried over anhydrous sodium sulfate. The dried extract was concentrated and purified by silica gel column chromatography (hex...